describe an organic reaction: reactants, conditions, products, and yield From a dataset of the Open Reaction Database (ORD), a public repository of structured organic reaction records. Reactants: CN(CCc1ccccc1N)C(=O)OC(C)(C)C, CCN=C=NCCCN(C)C, ClCCl, Cl, O=C(O)CNC(=O)OCC1c2ccccc2-c2ccccc21. Yields the product CN(CCc1ccccc1NC(=O)CNC(=O)OCC1c2ccccc2-c2ccccc21)C(=O)OC(C)(C)C. As a reaction SMILES: [C:35]([CH3:36])([CH3:37])([CH3:38])[O:39][C:40]([N:41]([CH3:42])[CH2:43][CH2:44][c:45]1[c:46]([NH2:51])[cH:47][cH:48][cH:49][cH:50]1)=[O:52].[CH3:24][N:25]([CH3:26])[CH2:27][CH2:28][CH2:29][N:30]=[C:31]=[N:32][CH2:33][CH3:34].[Cl:53][CH2:54][Cl:55].[ClH:23].[cH:1]1[cH:2][cH:3][cH:4][c:5]2[c:13]1[CH:12]([CH2:14][O:15][C:16](=[O:17])[NH:18][CH2:19][C:20](=[O:21])[OH:22])[c:11]1[c:6]-2[cH:7][cH:8][cH:9][cH:10]1>>[cH:1]1[cH:2][cH:3][cH:4][c:5]2[c:13]1[CH:12]([CH2:14][O:15][C:16](=[O:17])[NH:18][CH2:19][C:20](=[O:21])[NH:51][c:46]1[c:45]([CH2:44][CH2:43][N:41]([C:40]([O:39][C:35]([CH3:36])([CH3:37])[CH3:38])=[O:52])[CH3:42])[cH:50][cH:49][cH:48][cH:47]1)[c:11]1[c:6]-2[cH:7][cH:8][cH:9][cH:10]1. Reactants: ice water, C(=O)(OC)C1NC2C(N(C2O1)C(C(=O)OCC1=CC=CC=C1)=C(C)C)=O (benzyl α-(3ξ-carbomethoxy-7-oxo-4-oxa-2,6-diazabicyclo[3.2.0]heptan-6-yl)-α-isopropylideneacetate), N1=CC=CC=C1 (pyridine), C1(=CC=CC=C1)CC(=O)Cl (phenylacetyl chloride). Reported procedure: To a solution of 32.6 g of benzyl α-(3ξ-carbomethoxy-7-oxo-4-oxa-2,6-diazabicyclo[3.2.0]heptan-6-yl)-α-isopropylideneacetate in 750 ml of tetrahydrofuran is dropwise added a solution of 9.5 ml of pyridine and 15.1 ml of phenylacetyl chloride in 144 ml of tetrahydrofuran over a period of 15 minutes while maintaining the temperature at -20° C. and stirring under nitrogen atmosphere. The mixture is stirred for 55 minutes, poured into 700 ml of ice water, stirred for 5 minutes and extracted with eth... Conditions: temperature -20 celsius. Yields the product C(=O)(OC)C1NC2(C(N(C2O1)C(C(=O)OCC1=CC=CC=C1)=C(C)C)=O)C(CC1=CC=CC=C1)=O (benzyl α-(3ξ-carbomethoxy-2-phenylacetyl-7-oxo-4-oxa-2,6-diazabicyclo[3.2.0]heptan-6-yl)-α-isopropylideneacetate). Solvent: O1CCCC1 (tetrahydrofuran), O1CCCC1 (tetrahydrofuran). As a reaction SMILES: [C:1]([CH:5]1[O:11][CH:10]2[CH:7]([C:8](=[O:26])[N:9]2[C:12](=[C:23]([CH3:25])[CH3:24])[C:13]([O:15][CH2:16][C:17]2[CH:22]=[CH:21][CH:20]=[CH:19][CH:18]=2)=[O:14])[NH:6]1)([O:3][CH3:4])=[O:2].N1C=CC=CC=1.[C:33]1([CH2:39][C:40](Cl)=[O:41])[CH:38]=[CH:37][CH:36]=[CH:35][CH:34]=1>O1CCCC1>[C:1]([CH:5]1[O:11][CH:10]2[C:7]([C:40](=[O:41])[CH2:39][C:33]3[CH:38]=[CH:37][CH:36]=[CH:35][CH:34]=3)([C:8](=[O:26])[N:9]2[C:12](=[C:23]([CH3:24])[CH3:25])[C:13]([O:15][CH2:16][C:17]2[CH:18]=[CH:19][CH:20]=[CH:21][CH:22]=2)=[O:14])[NH:6]1)([O:3][CH3:4])=[O:2]. Isolated yield 107.0%. Reactants: C(C)OC(=O)C=1N=COC1CC1=CC(=C(C=C1)Cl)F (5-(4-chloro-3-fluoro-benzyl)-oxazole-4-carboxylic acid ethyl ester), Cl (hydrochloride). The product is Cl.NCC(CC1=CC(=C(C=C1)Cl)F)=O (1-amino-3-(4-chloro-3-fluoro-phenyl)-propan-2-one hydrochloride). Isolated yield 135.6%. RXN SMILES: C(OC([C:6]1[N:7]=C[O:9][C:10]=1[CH2:11][C:12]1[CH:17]=[CH:16][C:15]([Cl:18])=[C:14]([F:19])[CH:13]=1)=O)C.Cl>>[ClH:18].[NH2:7][CH2:6][C:10](=[O:9])[CH2:11][C:12]1[CH:17]=[CH:16][C:15]([Cl:18])=[C:14]([F:19])[CH:13]=1 |f:2.3|. Procedure: A mixture of the product of example 25 (2.5 g, 10.53 mmol) with hydrochloride acid (6 mol/1, 30 ml) was refluxed for about 3 hours and then cooled to room temperature. The solids were collected by filtration, washed with EA and dried to give the titled product (1.7 g, 81%) Reactants: OC1=CC=C(C=C1)CCCCCC(=O)O (6-(4-Hydroxyphenyl)hexanoic acid), [H][H] (hydrogen). Reagents/catalysts: [C].[Rh] (rhodium-carbon). Run in C(C)O (ethanol). Product: O[C@H]1CC[C@H](CC1)CCCCCC(=O)O (cis-6-(4-hydroxycyclohexyl)hexanoic acid). The yield is 19.0%. As a reaction SMILES: [OH:1][C:2]1[CH:7]=[CH:6][C:5]([CH2:8][CH2:9][CH2:10][CH2:11][CH2:12][C:13]([OH:15])=[O:14])=[CH:4][CH:3]=1.[H][H]>C(O)C.[C].[Rh]>[OH:1][C@@H:2]1[CH2:3][CH2:4][C@H:5]([CH2:8][CH2:9][CH2:10][CH2:11][CH2:12][C:13]([OH:15])=[O:14])[CH2:6][CH2:7]1 |f:3.4|. Procedure: 6-(4-Hydroxyphenyl)hexanoic acid (2 g) is subjected to catalytic reduction in the presence of 5% rhodium-carbon (500 mg) in ethanol (100 ml) at an initial hydrogen pressure of 10.1 kg/cm2. The catalyst is filtered off and the filtrate is concentrated under reduced pressure and subjected to silica gel column chromatography. Elution is carried out with 4% ethanol-chloroform to give three fractions. The first fraction is recrystallized from ether-ligroin to give 392 mg of cis-6-(4-hydroxycyclohexyl... Reactants: C(C(C)C)C(CS)(CS)CO (2-i-butyl-2-hydroxymethyl-propan-1,3-dithiol), C(C1=CC=CC=C1)OCC(CO)(CO)CCC (2-benzyloxymethyl-2-n-propyl-propan-1,3-diol). Product: OCC(CS)(CS)CCC (2-hydroxymethyl-2-n-propyl-propan-1,3-dithiol). As a reaction SMILES: [CH2:1]([C:5]([CH2:10][OH:11])([CH2:8][SH:9])[CH2:6][SH:7])[CH:2](C)[CH3:3].C(OCC(CCC)(CO)CO)C1C=CC=CC=1>>[OH:11][CH2:10][C:5]([CH2:1][CH2:2][CH3:3])([CH2:8][SH:9])[CH2:6][SH:7]. Procedure: 2-hydroxymethyl-2-n-propyl-propan-1,3-dithiol was prepared in an analogous manner to 2-i-butyl-2-hydroxymethyl-propan-1,3-dithiol starting from 2-benzyloxymethyl-2-n-propyl-propan-1,3-diol.